Dataset: the Open Reaction Database (ORD), a public repository of structured organic reaction records. Task: describe an organic reaction: reactants, conditions, products, and yield The reactants are BrC1=C(C=C(C=C1)OC1=CC=C(C=C1)OC(F)(F)F)F (1-bromo-2-fluoro-4-(4-(trifluoromethoxy)phenoxy)benzene), B(OC(C)C)(OC(C)C)OC(C)C (triisopropyl borate), [Li]CCCC (BuLi), Cl (HCl), [OH-].[Na+] (NaOH). Run in C1CCOC1 (THF), Hexanes, O (water), CCOC(=O)C (EtOAc), O (water). Reaction conditions: temperature -78 celsius, time 3 hour. The product is FC(OC1=CC=C(OC2=CC=C(C=C2)B(O)O)C=C1)(F)F (4-(4-(trifluoromethoxy)phenoxy)phenylboronic acid). Isolated yield 67.0%. Reaction SMILES: Br[C:2]1[CH:7]=[CH:6][C:5]([O:8][C:9]2[CH:14]=[CH:13][C:12]([O:15][C:16]([F:19])([F:18])[F:17])=[CH:11][CH:10]=2)=[CH:4][C:3]=1F.[B:21](OC(C)C)([O:26]C(C)C)[O:22]C(C)C.[Li]CCCC.Cl.[OH-].[Na+]>C1COCC1.CCOC(C)=O.O>[F:17][C:16]([F:19])([F:18])[O:15][C:12]1[CH:13]=[CH:14][C:9]([O:8][C:5]2[CH:6]=[CH:7][C:2]([B:21]([OH:26])[OH:22])=[CH:3][CH:4]=2)=[CH:10][CH:11]=1 |f:4.5|. Procedure: In a flame-dried 25 mL schlenk tube backfilled with argon (X3) a solution of 4-bromo-3-fluorophenol (0.346 g, 2 mmol) in N-methylpyrrolidine (8 mL) under an argon atmosphere was added 4-(trifluoromethoxy)iodobenzene (0.626 mL, 4 mmol), 2,2,6,6-tetramethylheptane-3,5-dione (0.092 mL, 0.44 mmol) and cesium carbonate (1.30 g, 4 mmol). The slurry was degassed by bubbling argon for 15 min and CuCl (0.099 g, 1 mmol) was then added. The reaction mixture was again degassed and then warmed to 100° C. for...